From a dataset of the Open Reaction Database (ORD), a public repository of structured organic reaction records. describe an organic reaction: reactants, conditions, products, and yield The reactants are CC=1C=CC=C2C(C(NC12)=O)=O (7-methylisatin), BrBr (Bromine). The solvent is ClC(C)Cl (dichloroethane). The product is BrCC=1C=CC=C2C(C(NC12)=O)=O (7-bromomethylisatin). As a reaction SMILES: [CH3:1][C:2]1[CH:3]=[CH:4][CH:5]=[C:6]2[C:10]=1[NH:9][C:8](=[O:11])[C:7]2=[O:12].[Br:13]Br>ClC(Cl)C>[Br:13][CH2:1][C:2]1[CH:3]=[CH:4][CH:5]=[C:6]2[C:10]=1[NH:9][C:8](=[O:11])[C:7]2=[O:12]. Procedure details: The 7-methylisatin (16.1 g, 0.1 mole) is suspended in dichloroethane (2000 ml) and the suspension is heated and irradiated with a high intensity light source to the reflux point. Bromine (24.3 g, 0.15 mole) is added dropwise over a one hour period. Reactants: Clc1ncnc2[nH]ccc12, [H-], [H][H], [Na+], CN(C)C=O, O, O=S(=O)(Cl)c1ccccc1. The product is O=S(=O)(c1ccccc1)n1ccc2c(Cl)ncnc21. Reaction SMILES: [Cl:3][c:4]1[c:5]2[c:6]([n:7][cH:8][n:9]1)[nH:10][cH:11][cH:12]2.[H-:1].[H:13][H:14].[Na+:2].[O:25]=[CH:26][N:27]([CH3:28])[CH3:29].[OH2:30].[c:15]1([S:21](=[O:22])(=[O:23])[Cl:24])[cH:16][cH:17][cH:18][cH:19][cH:20]1>>[Cl:3][c:4]1[c:5]2[c:6]([n:7][cH:8][n:9]1)[n:10]([S:21]([c:15]1[cH:16][cH:17][cH:18][cH:19][cH:20]1)(=[O:22])=[O:23])[cH:11][cH:12]2. Starting materials: N=1C(N=CC1)=O (2H-imidazol-2-one), C(C)N1C(N(C(=C1Cl)CCCCC)CC1=CC=C(C=C1)C1=NC=CC=C1C1=NN=NN1)=O (1-ethyl-4-pentyl-5-chloro-1,3-dihydro-3-[[4-[3-(1H-tetrazol-5-yl)-2-pyridinyl]phenyl]methyl]-2H-imidazol-2-one). The product is C1(=CC=CC=C1)CCN1C(N(C(=C1Cl)CCCC)CC1=CC=C(C=C1)C1=NC=CC=C1C1=NN=NN1)=O (1-(2-phenylethyl)-4-butyl-5-chloro-1,3-dihydro-3-[[4-[3-(1H-tetrazol-5-yl)-2-pyridinyl]phenyl]methyl]-2H-imidazol-2-one). As a reaction SMILES: N1C(=O)N=[CH:4][CH:5]=1.[CH2:7]([N:9]1[C:13]([Cl:14])=[C:12]([CH2:15][CH2:16][CH2:17][CH2:18]C)[N:11]([CH2:20][C:21]2[CH:26]=[CH:25][C:24]([C:27]3[C:32]([C:33]4[NH:37][N:36]=[N:35][N:34]=4)=[CH:31][CH:30]=[CH:29][N:28]=3)=[CH:23][CH:22]=2)[C:10]1=[O:38])[CH3:8]>>[C:5]1([CH2:8][CH2:7][N:9]2[C:13]([Cl:14])=[C:12]([CH2:15][CH2:16][CH2:17][CH3:18])[N:11]([CH2:20][C:21]3[CH:26]=[CH:25][C:24]([C:27]4[C:32]([C:33]5[NH:37][N:36]=[N:35][N:34]=5)=[CH:31][CH:30]=[CH:29][N:28]=4)=[CH:23][CH:22]=3)[C:10]2=[O:38])[CH:4]=[CH:16][CH:15]=[CH:12][CH:13]=1. Procedure: 1-methyl-4-pentyl-5-chloro-1,3-dihydro-3-[[4-3-(1H-tetrazol-5-yl)-2-pyridinyl]phenyl]methyl]-2H-imidazol-2-one, 1-ethyl-4-pentyl-5-chloro-1,3-dihydro-3-[[4-[3-(1H-tetrazol-5-yl)-2-pyridinyl]phenyl]methyl]-2H-imidazol-2-one; Starting materials: BrC=1C=C(C=CC1)C1(CCOCC1)C#N (4-(3-Bromo-phenyl)-tetrahydro-pyran-4-carbonitrile), C(=O)([O-])[O-].[Na+].[Na+] (Na2CO3), C(=O)([O-])[O-].[Cs+].[Cs+] (Cs2CO3), NC1=C(C=CC=C1)S (aminothiophenol), CN1CCCC1=O (N-methyl pyrrolidinone), NC1=C(C=CC=C1)S (aminothiophenol). Reaction conditions: time 8 hour. The product is NC1=CC=C(C=C1)SC=1C=C(C=CC1)C1(CCOCC1)C#N (4-[3-(4-Amino-phenyl sulfanyl)-phenyl]-tetrahydro-pyran-4-carbonitrile). The yield is 86.0%. RXN SMILES: Br[C:2]1[CH:3]=[C:4]([C:8]2([C:14]#[N:15])[CH2:13][CH2:12][O:11][CH2:10][CH2:9]2)[CH:5]=[CH:6][CH:7]=1.C([O-])([O-])=O.[Na+].[Na+].C([O-])([O-])=O.[Cs+].[Cs+].N[C:29]1[CH:34]=[CH:33][CH:32]=[CH:31][C:30]=1[SH:35].C[N:37]1C(=O)CCC1>>[NH2:37][C:33]1[CH:32]=[CH:31][C:30]([S:35][C:2]2[CH:3]=[C:4]([C:8]3([C:14]#[N:15])[CH2:13][CH2:12][O:11][CH2:10][CH2:9]3)[CH:5]=[CH:6][CH:7]=2)=[CH:29][CH:34]=1 |f:1.2.3,4.5.6|. Procedure: 4-(3-Bromo-phenyl)-tetrahydro-pyran-4-carbonitrile (133.4 g), Na2CO3 (363.6 g), Cs2CO3 (223.1 g) and aminothiophenol (62.8 g) were heated in N-methyl pyrrolidinone (2.3 L) at 130° C. for 24 hours. More aminothiophenol (35.6 g) was added and heating was continued for another 8 hours. The mixture was cooled to room temperature, poured onto icewater (6.8 L) and filtered off. The product was suspended in water (2.5 L) filtered again and washed with water (1.5 L). The product was then slurried in EtO...